Task: describe an organic reaction: reactants, conditions, products, and yield. Dataset: the Open Reaction Database (ORD), a public repository of structured organic reaction records Starting materials: COc1ccc(CO)cc1OC, ClCCl, O=S(Cl)Cl. Yields the product COc1ccc(CCl)cc1OC. RXN SMILES: [CH3:1][O:2][c:3]1[cH:4][c:5]([CH2:6][OH:7])[cH:8][cH:9][c:10]1[O:11][CH3:12].[Cl:17][CH2:18][Cl:19].[S:13]([Cl:14])([Cl:15])=[O:16]>>[CH3:1][O:2][c:3]1[cH:4][c:5]([CH2:6][Cl:15])[cH:8][cH:9][c:10]1[O:11][CH3:12].